This data is from the Open Reaction Database (ORD), a public repository of structured organic reaction records. The task is: describe an organic reaction: reactants, conditions, products, and yield Starting materials: C1(CC1)CN(CC1CCOCC1)C=1C(=NN2C1C=CC=C2I)SC (N-cyclopropylmethyl-N-[7-iodo-2-(methylsulfanyl)pyrazolo[1,5-a]pyridin-3-yl]-N-tetrahydro-2H-4-pyranylmethylamine), COC1=C(C(=CC(=C1)COC)OC)OB(O)O (2,6-dimethoxy-4-(methoxymethyl)phenylboric acid), O.O.O.O.O.O.O.O.[OH-].[Ba+2].[OH-] (barium hydroxide octahydrate), C(C)(=O)OCC (ethyl acetate). Reagents/catalysts: C=1C=CC(=CC1)[P](C=2C=CC=CC2)(C=3C=CC=CC3)[Pd]([P](C=4C=CC=CC4)(C=5C=CC=CC5)C=6C=CC=CC6)([P](C=7C=CC=CC7)(C=8C=CC=CC8)C=9C=CC=CC9)[P](C=1C=CC=CC1)(C=1C=CC=CC1)C=1C=CC=CC1 (tetrakis(triphenylphosphine)palladium(0)). Solvent: COCCOC (1,2-dimethoxyethane), O (water), O (Water). Run at temperature 80 celsius, time 3 hour. Product: C1(CC1)CN(CC1CCOCC1)C=1C(=NN2C1C=CC=C2C2=C(C=C(C=C2OC)COC)OC)SC (N-Cyclopropylmethyl-N-[7-[2,6-dimethoxy-4-(methoxymethyl)phenyl]-2-(methylsulfanyl)pyrazolo[1,5-a]pyridin-3-yl]-N-tetrahydro-2H-4-pyranylmethylamine). Isolated yield 64.4%. RXN SMILES: [CH:1]1([CH2:4][N:5]([C:13]2[C:14]([S:23][CH3:24])=[N:15][N:16]3[C:21](I)=[CH:20][CH:19]=[CH:18][C:17]=23)[CH2:6][CH:7]2[CH2:12][CH2:11][O:10][CH2:9][CH2:8]2)[CH2:3][CH2:2]1.[CH3:25][O:26][C:27]1[CH:32]=[C:31]([CH2:33][O:34][CH3:35])[CH:30]=[C:29]([O:36][CH3:37])[C:28]=1OB(O)O.O.O.O.O.O.O.O.O.[OH-].[Ba+2].[OH-].C(OCC)(=O)C>COCCOC.O.C1C=CC([P]([Pd]([P](C2C=CC=CC=2)(C2C=CC=CC=2)C2C=CC=CC=2)([P](C2C=CC=CC=2)(C2C=CC=CC=2)C2C=CC=CC=2)[P](C2C=CC=CC=2)(C2C=CC=CC=2)C2C=CC=CC=2)(C2C=CC=CC=2)C2C=CC=CC=2)=CC=1>[CH:1]1([CH2:4][N:5]([C:13]2[C:14]([S:23][CH3:24])=[N:15][N:16]3[C:21]([C:28]4[C:29]([O:36][CH3:37])=[CH:30][C:31]([CH2:33][O:34][CH3:35])=[CH:32][C:27]=4[O:26][CH3:25])=[CH:20][CH:19]=[CH:18][C:17]=23)[CH2:6][CH:7]2[CH2:12][CH2:11][O:10][CH2:9][CH2:8]2)[CH2:3][CH2:2]1 |f:2.3.4.5.6.7.8.9.10.11.12,^1:69,71,90,109|. Procedure details: To a solution of N-cyclopropylmethyl-N-[7-iodo-2-(methylsulfanyl)pyrazolo[1,5-a]pyridin-3-yl]-N-tetrahydro-2H-4-pyranylmethylamine (50 mg) dissolved in a mixture of 1,2-dimethoxyethane (2 mL) and water (1 mL) was added 2,6-dimethoxy-4-(methoxymethyl)phenylboric acid (50 mg), tetrakis(triphenylphosphine)palladium(0) (40 mg) and barium hydroxide octahydrate (56 mg), and the reaction mixture was heated and stirred for 3 hours at 80° C. Water and ethyl acetate were added to the obtained reaction mix...